This data is from the Open Reaction Database (ORD), a public repository of structured organic reaction records. The task is: describe an organic reaction: reactants, conditions, products, and yield Starting materials: CN(S(=O)(=O)C)C1=C(C=CC=C1)C#CC=1C=2N(C=CC1)N=C(N2)NC2=CC=C(C=C2)N2CCN(CC2)C (N-methyl-N-(2-{2-[4-(4-methyl-piperazin-1-yl)-phenylamino]-[1,2,4]triazolo[1,5-a]pyridin-8-ylethynyl}-phenyl)-methanesulfonamide), C(C)(=O)OCC (ethyl acetate). The reagents and catalysts are [Pd] (palladium on carbon). The solvent is CO (methanol). Conditions: time 1 hour. Product: CN(S(=O)(=O)C)C1=C(C=CC=C1)CCC=1C=2N(C=CC1)N=C(N2)NC2=CC=C(C=C2)N2CCN(CC2)C (N-Methyl-N-[2-(2-{2-[4-(4-methyl-piperazin-1-yl)-phenylamino]-[1,2,4]triazolo[1,5-a]pyridin-8-yl}-ethyl)-phenyl]-methanesulfonamide), foam. Isolated yield 73.0%. As a reaction SMILES: [CH3:1][N:2]([C:7]1[CH:12]=[CH:11][CH:10]=[CH:9][C:8]=1[C:13]#[C:14][C:15]1[C:16]2[N:17]([N:21]=[C:22]([NH:24][C:25]3[CH:30]=[CH:29][C:28]([N:31]4[CH2:36][CH2:35][N:34]([CH3:37])[CH2:33][CH2:32]4)=[CH:27][CH:26]=3)[N:23]=2)[CH:18]=[CH:19][CH:20]=1)[S:3]([CH3:6])(=[O:5])=[O:4].C(OCC)(=O)C>[Pd].CO>[CH3:1][N:2]([C:7]1[CH:12]=[CH:11][CH:10]=[CH:9][C:8]=1[CH2:13][CH2:14][C:15]1[C:16]2[N:17]([N:21]=[C:22]([NH:24][C:25]3[CH:30]=[CH:29][C:28]([N:31]4[CH2:36][CH2:35][N:34]([CH3:37])[CH2:33][CH2:32]4)=[CH:27][CH:26]=3)[N:23]=2)[CH:18]=[CH:19][CH:20]=1)[S:3]([CH3:6])(=[O:4])=[O:5]. Procedure details: To a Paar bottle was added N-methyl-N-(2-{2-[4-(4-methyl-piperazin-1-yl)-phenylamino]-[1,2,4]triazolo[1,5-a]pyridin-8-ylethynyl}-phenyl)-methanesulfonamide (50.0 mg, 0.0970 mmol), 10% palladium on carbon (50% wet) (25.0 mg, 0.0117 mmol) and 2:1 ethyl acetate:methanol (10 mL). The mixture was degassed and charged with hydrogen (38 psi). The mixture was shaken on a Paar apparatus for 1 hour. The mixture was degassed and kept under an atmosphere of Nitrogen. The mixture was filtered through a plug ... The reactants are CC(=O)O, C1CCOC1, COC(=O)c1c(C)sc2ccn(Cc3ccc(C(F)(F)F)cc3)c12, CO, [Li+], [OH-], O. Product: Cc1sc2ccn(Cc3ccc(C(F)(F)F)cc3)c2c1C(=O)O. RXN SMILES: [C:35]([OH:36])(=[O:37])[CH3:38].[CH2:30]1[O:31][CH2:32][CH2:33][CH2:34]1.[CH3:1][O:2][C:3](=[O:4])[c:5]1[c:6]([CH3:24])[s:7][c:8]2[c:9]1[n:10]([CH2:13][c:14]1[cH:15][cH:16][c:17]([C:20]([F:21])([F:22])[F:23])[cH:18][cH:19]1)[cH:11][cH:12]2.[CH3:25][OH:26].[Li+:29].[OH-:28].[OH2:27]>>[O:2]=[C:3]([OH:4])[c:5]1[c:6]([CH3:24])[s:7][c:8]2[c:9]1[n:10]([CH2:13][c:14]1[cH:15][cH:16][c:17]([C:20]([F:21])([F:22])[F:23])[cH:18][cH:19]1)[cH:11][cH:12]2. Reactants: CCCCO, COc1ccc(-c2ccc(Cl)nn2)cc1OC(C)C, NN, O. As a reaction SMILES: [CH2:23]([OH:24])[CH2:25][CH2:26][CH3:27].[Cl:1][c:2]1[n:3][n:4][c:5](-[c:8]2[cH:9][c:10]([O:16][CH:17]([CH3:18])[CH3:19])[c:11]([O:14][CH3:15])[cH:12][cH:13]2)[cH:6][cH:7]1.[NH2:21][NH2:22].[OH2:20]>>[c:2]1([NH:21][NH2:22])[n:3][n:4][c:5](-[c:8]2[cH:9][c:10]([O:16][CH:17]([CH3:18])[CH3:19])[c:11]([O:14][CH3:15])[cH:12][cH:13]2)[cH:6][cH:7]1. Product: COc1ccc(-c2ccc(NN)nn2)cc1OC(C)C. Starting materials: [N+](=O)([O-])C1=CC=C(C=C1)ON=C1CCCCCC1 (Cycloheptanone O-(4-nitro-phenyl)-oxime), C(C)(C)O (isopropanol), Cl (hydrochloric acid). Product: [N+](=O)([O-])C1=CC2=C(OC3=C2CCCCC3)C=C1 (2-nitro-7,8,9,10-tetrahydro-6H-benzo[b]-cyclohepta[d]furan). RXN SMILES: [N+:1]([C:4]1[CH:9]=[CH:8][C:7]([O:10]N=C2CCCCCC2)=[CH:6][CH:5]=1)([O-:3])=[O:2].Cl.[CH:20](O)([CH3:22])[CH3:21]>>[N+:1]([C:4]1[CH:5]=[CH:6][C:7]2[O:10][C:20]3[CH2:22][CH2:6][CH2:5][CH2:4][CH2:9][C:21]=3[C:8]=2[CH:9]=1)([O-:3])=[O:2]. Procedure details: Potassium t-butoxide (19 g, 1600 mmol) was added in portions to a cooled (2° C.) solution of cycloheptanone oxime (19 g, 150 mmol) in DMF (150 mL). The cooled reaction mixture was stirred for 40 minutes and then 1-chloro-4-nitrobenzene (25 g, 160 mmol) in DMF (50 mL) was added over 5 minutes. The reaction mixture was stirred at ˜10° C. for 30 minutes and then allowed to warm to room temperature and stirred for an additional 2 hours, and then stood at ambient temperature for 16 hours. The reactio... The reactants are C=CCc1ccc(C(CCC(C)C)N2CCC(C(C)C(=O)[O-])CC2c2ccc(C(F)(F)F)cc2)cc1, CO, [Na+], [OH-]. Product: C=CCc1ccc(C(CCC(C)C)N2CCC(CC(=O)O)CC2c2ccc(C(F)(F)F)cc2)cc1. As a reaction SMILES: [CH3:1][CH:2]([C:3](=[O:4])[O-:5])[CH:6]1[CH2:7][CH:8]([c:27]2[cH:28][cH:29][c:30]([C:33]([F:34])([F:35])[F:36])[cH:31][cH:32]2)[N:9]([CH:12]([CH2:13][CH2:14][CH:15]([CH3:16])[CH3:17])[c:18]2[cH:19][cH:20][c:21]([CH2:24][CH:25]=[CH2:26])[cH:22][cH:23]2)[CH2:10][CH2:11]1.[CH3:39][OH:40].[Na+:38].[OH-:37]>>[CH2:2]([C:3](=[O:4])[OH:5])[CH:6]1[CH2:7][CH:8]([c:27]2[cH:28][cH:29][c:30]([C:33]([F:34])([F:35])[F:36])[cH:31][cH:32]2)[N:9]([CH:12]([CH2:13][CH2:14][CH:15]([CH3:16])[CH3:17])[c:18]2[cH:19][cH:20][c:21]([CH2:24][CH:25]=[CH2:26])[cH:22][cH:23]2)[CH2:10][CH2:11]1. Starting materials: OC=1C(=CC=C2C=CC=NC12)C(=O)O (8-hydroxyquinoline-7-carboxylic acid), ClC1=CC=C(N)C=C1 (4-chloroaniline), P(Cl)(Cl)Cl (PCl3). The solvent is O (water), xylenes. Conditions: time 8 hour. The product is ClC1=CC=C(C=C1)NC(=O)C1=CC=C2C=CC=NC2=C1O (N-(4-Chlorophenyl)-8-hydroxy-7-quinolinecarboxamide). Isolated yield 32.8%. RXN SMILES: [OH:1][C:2]1[C:3]([C:12]([OH:14])=O)=[CH:4][CH:5]=[C:6]2[C:11]=1[N:10]=[CH:9][CH:8]=[CH:7]2.[Cl:15][C:16]1[CH:22]=[CH:21][C:19]([NH2:20])=[CH:18][CH:17]=1.P(Cl)(Cl)Cl>O>[Cl:15][C:16]1[CH:22]=[CH:21][C:19]([NH:20][C:12]([C:3]2[C:2]([OH:1])=[C:11]3[C:6]([CH:7]=[CH:8][CH:9]=[N:10]3)=[CH:5][CH:4]=2)=[O:14])=[CH:18][CH:17]=1. Procedure details: A solution of 8-hydroxyquinoline-7-carboxylic acid (3.78 g) of Preparation 1 and 4-chloroaniline (2.55 g) in 250 mL xylenes is heated to reflux. To this is added dropwise PCl3 (1.37 g). Refluxing is continued overnight. The reaction is then cooled and water is added to destroy excess PCl3. The resulting solid is collected, washed with water and dried. The crude product is recrystallized from EtOAc/hexanes to yield 1.96 g of the title product as an orange solid.